This data is from the Open Reaction Database (ORD), a public repository of structured organic reaction records. The task is: describe an organic reaction: reactants, conditions, products, and yield Reactants: CC1(C)C(=O)N(Br)C(=O)N1Br, CC(=O)O, Cc1cc(Cl)ccc1[N+](=O)[O-]. Product: O=[N+]([O-])c1ccc(Cl)cc1CBr. RXN SMILES: [Br:12][N:13]1[C:14]([CH3:15])([CH3:16])[C:17](=[O:18])[N:19]([Br:20])[C:21]1=[O:22].[CH3:23][C:24](=[O:25])[OH:26].[N+:1](=[O:2])([O-:3])[c:4]1[c:5]([CH3:11])[cH:6][c:7]([Cl:10])[cH:8][cH:9]1>>[N+:1](=[O:2])([O-:3])[c:4]1[c:5]([CH2:11][Br:12])[cH:6][c:7]([Cl:10])[cH:8][cH:9]1. RXN SMILES: C[O:2][C:3]([C:5]1([CH2:11][CH2:12][NH:13][C:14]2[C:15]([CH3:31])=[N:16][C:17]([N:20]3[CH2:24][CH2:23][C@@H:22]([N:25]4[CH2:29][CH2:28][CH2:27][C@@H:26]4[CH3:30])[CH2:21]3)=[CH:18][CH:19]=2)[CH2:10][CH2:9][O:8][CH2:7][CH2:6]1)=O.CC(C)([O-])C.[K+]>O1CCCC1>[CH3:31][C:15]1[C:14]([N:13]2[CH2:12][CH2:11][C:5]3([CH2:6][CH2:7][O:8][CH2:9][CH2:10]3)[C:3]2=[O:2])=[CH:19][CH:18]=[C:17]([N:20]2[CH2:24][CH2:23][C@@H:22]([N:25]3[CH2:29][CH2:28][CH2:27][C@@H:26]3[CH3:30])[CH2:21]2)[N:16]=1 |f:1.2|. Yields the product CC1=NC(=CC=C1N1C(C2(CC1)CCOCC2)=O)N2C[C@@H](CC2)N2[C@H](CCC2)C (2-[2-Methyl-6-((2S,3′R)-2-methyl-[1,3′]bipyrrolidinyl-1′-yl)-pyridin-3-yl]-8-oxa-2-aza-spiro[4.5]decan-1-one). Solvent: O1CCCC1 (tetrahydrofuran), O1CCCC1 (tetrahydrofuran). Reaction conditions: temperature 60 celsius. Yield: 20.0%. The reactants are COC(=O)C1(CCOCC1)CCNC=1C(=NC(=CC1)N1C[C@@H](CC1)N1[C@H](CCC1)C)C (4-{2-[2-methyl-6-((2S,3′R)-2-methyl-[1,3′]bipyrrolidinyl-1′-yl)-pyridin-3-ylamino]-ethyl}-tetrahydro-pyran-4-carboxylic acid methyl ester), solution, CC(C)([O-])C.[K+] (potassium-tert-butoxide). Procedure details: To a solution of 4-{2-[2-methyl-6-((2S,3′R)-2-methyl-[1,3′]bipyrrolidinyl-1′-yl)-pyridin-3-ylamino]-ethyl}-tetrahydro-pyran-4-carboxylic acid methyl ester (92 mg, 0.21 mmol) in tetrahydrofuran (2 mL) was added 1 M solution of potassium-tert-butoxide in tetrahydrofuran (0.4 mL, 0.4 mmol). The resulting mixture was heated to 60° C. for 3 hours with stirring. The reaction was cooled to rt and then added NaHCO3 (aq) (20 mL), extracted with EtOAc (2×20 mL). The combined organic extracts were dried ov...